Dataset: the Open Reaction Database (ORD), a public repository of structured organic reaction records. Task: describe an organic reaction: reactants, conditions, products, and yield Starting materials: FC(C1=CC=C(C=C1)NC(=O)N1N=C(C(C1)N(C(=O)OCC(Cl)(Cl)Cl)CCC)C1=CC=C(C=C1)OCCC)(F)F (N-(4-trifluoromethylphenyl)-3-(4-propoxyphenyl)-4-(N-propyl-N-(2,2,2-trichloroethoxycarbonyl)amino)-4,5-dihydro-1H-pyrazole-1-carboxamide), O1CCCC1 (tetrahydrofuran), C(C)(=O)O (acetic acid). The reagents and catalysts are [Zn] (zinc). The solvent is CO (methanol). Reaction conditions: time 2 hour. Product: FC(C1=CC=C(C=C1)NC(=O)N1N=C(C(C1)NCCC)C1=CC=C(C=C1)OCCC)(F)F (N-(4-trifluoromethylphenyl)-3-(4-propoxyphenyl)-4-(N-propylamino)-4,5,-dihydro-1H-pyrazole-1-carboxamide). As a reaction SMILES: [F:1][C:2]([F:40])([F:39])[C:3]1[CH:8]=[CH:7][C:6]([NH:9][C:10]([N:12]2[CH2:16][CH:15]([N:17]([CH2:26][CH2:27][CH3:28])C(OCC(Cl)(Cl)Cl)=O)[C:14]([C:29]3[CH:34]=[CH:33][C:32]([O:35][CH2:36][CH2:37][CH3:38])=[CH:31][CH:30]=3)=[N:13]2)=[O:11])=[CH:5][CH:4]=1.O1CCCC1.C(O)(=O)C>[Zn].CO>[F:40][C:2]([F:1])([F:39])[C:3]1[CH:8]=[CH:7][C:6]([NH:9][C:10]([N:12]2[CH2:16][CH:15]([NH:17][CH2:26][CH2:27][CH3:28])[C:14]([C:29]3[CH:30]=[CH:31][C:32]([O:35][CH2:36][CH2:37][CH3:38])=[CH:33][CH:34]=3)=[N:13]2)=[O:11])=[CH:5][CH:4]=1. Procedure: To 22 g (35 mmole) of N-(4-trifluoromethylphenyl)-3-(4-propoxyphenyl)-4-(N-propyl-N-(2,2,2-trichloroethoxycarbonyl)amino)-4,5,-dihydro-1H-pyrazole-1-carboxamide (Example 585) was added 100 ml of tetrahydrofuran, 100 ml of methanol, 4.6 g (70 mmole) of zinc dust, and finally 6.4 g (106 mmole) of acetic acid. After stirring for 2 hours, the starting material had been consumed as shown by TLC. The mixture was filtered from unreacted zinc, concentrated in vacuo, dissolved in 200 ml of diethyl ether,... Starting materials: [BH4-].[Na+] (NaBH4), Cl.CC=1C2=C3N(C4=C(N1)C=CC=C4)CCC3=CC=C2 (1,2-dihydro-6-methylindolo[1,7-ab][1,5]benzodiazepine hydrochloride), C(C)O (ethanol), [BH4-].[Na+] (sodium borohydride). Solvent: O (water). Reaction conditions: time 2 hour. The product is CC1C2=C3N(C4=C(N1)C=CC=C4)CCC3=CC=C2 (6-methyl-1,2,6,7-tetrahydroindolo-[1,7-ab][1,5]benzodiazepine). RXN SMILES: Cl.[CH3:2][C:3]1[C:4]2[CH:19]=[CH:18][CH:17]=[C:16]3[C:5]=2[N:6]([CH2:14][CH2:15]3)[C:7]2[CH:13]=[CH:12][CH:11]=[CH:10][C:8]=2[N:9]=1.C(O)C.[BH4-].[Na+]>O>[CH3:2][CH:3]1[NH:9][C:8]2[CH:10]=[CH:11][CH:12]=[CH:13][C:7]=2[N:6]2[CH2:14][CH2:15][C:16]3=[CH:17][CH:18]=[CH:19][C:4]1=[C:5]23 |f:0.1,3.4|. Procedure details: A stirred mixture, under N2, of 24.3 g (0.09 mole) of 1,2-dihydro-6-methylindolo[1,7-ab][1,5]benzodiazepine hydrochloride and 200 ml of absolute ethanol is cooled to 0° C. Then sodium borohydride is added in small portions and at such a rate as to minimize foaming and to maintain the reaction below 10° C. A total of 4.0 g of NaBH4 is added, 3.4 g to discharge the initial purple color, 0.6 g more to insure completeness of reduction. After 2 hours more at ambient temperature, water is added in por...